This data is from the Open Reaction Database (ORD), a public repository of structured organic reaction records. The task is: describe an organic reaction: reactants, conditions, products, and yield The reactants are II, 2-Cl-4-CH3OC6H3, [H-].[Li+] (lithium hydride), C(C(=O)C)P(OCC)(OCC)=O (diethyl acetonylphosphonate), ClC1=C(OCCCCCI)C=CC(=C1)OC (5-(2-chloro-4-methoxyphenoxy)pentyl iodide). Product: C(C)(=O)C(CCCCCOC1=C(C=C(C=C1)OC)Cl)P(OCC)(OCC)=O (diethyl [1-acetyl-6-(2-chloro-4-methoxyphenoxy)hexyl]phosphonate). Yield: 16.9%. Reaction SMILES: [H-].[Li+].[CH2:3]([P:7](=[O:14])([O:11][CH2:12][CH3:13])[O:8][CH2:9][CH3:10])[C:4]([CH3:6])=[O:5].[Cl:15][C:16]1[CH:28]=[C:27]([O:29][CH3:30])[CH:26]=[CH:25][C:17]=1[O:18][CH2:19][CH2:20][CH2:21][CH2:22][CH2:23]I>>[C:4]([CH:3]([P:7](=[O:14])([O:8][CH2:9][CH3:10])[O:11][CH2:12][CH3:13])[CH2:23][CH2:22][CH2:21][CH2:20][CH2:19][O:18][C:17]1[CH:25]=[CH:26][C:27]([O:29][CH3:30])=[CH:28][C:16]=1[Cl:15])(=[O:5])[CH3:6] |f:0.1|. Procedure details: [II; Ar is 2-Cl-4-CH3OC6H3, Y is O(CH2)5, R is C2H5, R' is CH3CO] was prepared from 0.71 g of lithium hydride, 17.2 g of diethyl acetonylphosphonate and 34 g of 5-(2-chloro-4-methoxyphenoxy)pentyl iodide according to the procedure of Example 2(b). The product was chromatographed on Florisil and further purified by preparative TLC on silica gel to give 6.3 g of diethyl [1-acetyl-6-(2-chloro-4-methoxyphenoxy)hexyl]phosphonate as a light yellow oil; MIC vs. herpes simplex type 2=6 mcg/ml. The IR sp...